This data is from the Open Reaction Database (ORD), a public repository of structured organic reaction records. The task is: describe an organic reaction: reactants, conditions, products, and yield Reactants: C1(=CC=CC=C1)S(=O)(=O)O.C1(=CC=CC=C1)S(=O)(=O)O.NC1(CCNCC1)C1=CC=CC=C1 (4-amino-4-phenylpiperidine dibenzenesulfonate), C(C1=CC=CC=C1)(=O)N1CC(CCC1)(CCCOS(=O)(=O)C)C1=CC(=C(C=C1)Cl)Cl (1-Benzoyl-3-(3,4-dichlorophenyl)-3-[3-(methanesulfonyloxy)propyl]piperidine), C(=O)([O-])[O-].[K+].[K+] (K2CO3). The solvent is CN(C)C=O.C(C)#N (DMF acetonitrile). Reaction conditions: time 5 hour. Yields the product NC1(CCN(CC1)CCCC1(CN(CCC1)C(C1=CC=CC=C1)=O)C1=CC(=C(C=C1)Cl)Cl)C1=CC=CC=C1 (3-[3-(4-Amino-4-phenylpiperid-1-yl)propyl]-1-benzoyl-3-(3,4-dichlorophenyl)-piperidine). Isolated yield 59.2%. RXN SMILES: C1(S(O)(=O)=O)C=CC=CC=1.C1(S(O)(=O)=O)C=CC=CC=1.[NH2:21][C:22]1([C:28]2[CH:33]=[CH:32][CH:31]=[CH:30][CH:29]=2)[CH2:27][CH2:26][NH:25][CH2:24][CH2:23]1.[C:34]([N:42]1[CH2:47][CH2:46][CH2:45][C:44]([C:56]2[CH:61]=[CH:60][C:59]([Cl:62])=[C:58]([Cl:63])[CH:57]=2)([CH2:48][CH2:49][CH2:50]OS(C)(=O)=O)[CH2:43]1)(=[O:41])[C:35]1[CH:40]=[CH:39][CH:38]=[CH:37][CH:36]=1.C([O-])([O-])=O.[K+].[K+]>CN(C=O)C.C(#N)C>[NH2:21][C:22]1([C:28]2[CH:33]=[CH:32][CH:31]=[CH:30][CH:29]=2)[CH2:27][CH2:26][N:25]([CH2:50][CH2:49][CH2:48][C:44]2([C:56]3[CH:61]=[CH:60][C:59]([Cl:62])=[C:58]([Cl:63])[CH:57]=3)[CH2:45][CH2:46][CH2:47][N:42]([C:34](=[O:41])[C:35]3[CH:40]=[CH:39][CH:38]=[CH:37][CH:36]=3)[CH2:43]2)[CH2:24][CH2:23]1 |f:0.1.2,4.5.6,7.8|. Reported procedure: A mixture of 6.81 g of 4-amino-4-phenylpiperidine dibenzenesulfonate, 5.2 g of the compound obtained in step B of EXAMPLE 1 and 6.1 g of K2CO3 in 30 ml of a DMF/acetonitrile mixture (50/50; v/v) is heated at 1 00° C. for 5 hours. It is concentrated under vacuum, the residue is taken up with water and extracted with AcOEt, the organic phase is washed with water and with saturated NaCl solution and dried over MgSO4 and the solvent is evaporated off under vacuum. The residue is chromatographed on s... Starting materials: CC(C)=CCCC(C)=CCO, ClCCl. Yields the product CC(C)=CCCC(C)=CC=O. Reaction SMILES: [CH3:1][C:2]([CH3:3])=[CH:4][CH2:5][CH2:6][C:7]([CH3:8])=[CH:9][CH2:10][OH:11].[Cl:12][CH2:13][Cl:14]>>[CH3:1][C:2]([CH3:3])=[CH:4][CH2:5][CH2:6][C:7]([CH3:8])=[CH:9][CH:10]=[O:11]. Starting materials: BrC1=C(C=CC(=C1)C(F)(F)F)C1=NC=CC2=CC(=CC=C12)S(=O)(=O)N(C=1SC=CN1)CC1=C(C=C(C=C1)OC)OC (1-(2-bromo-4-(trifluoromethyl)phenyl)-N-(2,4-dimethoxybenzyl)-N-(thiazol-2-yl)isoquinoline-6-sulfonamide), C(C=C)[Sn](CCCC)(CCCC)CCCC (Allyltributyltin). Reagents/catalysts: C=1C=CC(=CC1)[P](C=2C=CC=CC2)(C=3C=CC=CC3)[Pd]([P](C=4C=CC=CC4)(C=5C=CC=CC5)C=6C=CC=CC6)([P](C=7C=CC=CC7)(C=8C=CC=CC8)C=9C=CC=CC9)[P](C=1C=CC=CC1)(C=1C=CC=CC1)C=1C=CC=CC1 (Pd(PPh3)4). Run in CN(C)C=O (DMF). Conditions: temperature 90 celsius. Product: C(C=C)C1=C(C=CC(=C1)C(F)(F)F)C1=NC=CC2=CC(=CC=C12)S(=O)(=O)N(C=1SC=CN1)CC1=C(C=C(C=C1)OC)OC (1-(2-allyl-4-(trifluoromethyl)phenyl)-N-(2,4-dimethoxybenzyl)-N-(thiazol-2-yl)isoquinoline-6-sulfonamide). Reaction SMILES: Br[C:2]1[CH:7]=[C:6]([C:8]([F:11])([F:10])[F:9])[CH:5]=[CH:4][C:3]=1[C:12]1[C:21]2[C:16](=[CH:17][C:18]([S:22]([N:25]([CH2:31][C:32]3[CH:37]=[CH:36][C:35]([O:38][CH3:39])=[CH:34][C:33]=3[O:40][CH3:41])[C:26]3[S:27][CH:28]=[CH:29][N:30]=3)(=[O:24])=[O:23])=[CH:19][CH:20]=2)[CH:15]=[CH:14][N:13]=1.[CH2:42]([Sn](CCCC)(CCCC)CCCC)[CH:43]=[CH2:44]>C1C=CC([P]([Pd]([P](C2C=CC=CC=2)(C2C=CC=CC=2)C2C=CC=CC=2)([P](C2C=CC=CC=2)(C2C=CC=CC=2)C2C=CC=CC=2)[P](C2C=CC=CC=2)(C2C=CC=CC=2)C2C=CC=CC=2)(C2C=CC=CC=2)C2C=CC=CC=2)=CC=1.CN(C=O)C>[CH2:44]([C:2]1[CH:7]=[C:6]([C:8]([F:11])([F:10])[F:9])[CH:5]=[CH:4][C:3]=1[C:12]1[C:21]2[C:16](=[CH:17][C:18]([S:22]([N:25]([CH2:31][C:32]3[CH:37]=[CH:36][C:35]([O:38][CH3:39])=[CH:34][C:33]=3[O:40][CH3:41])[C:26]3[S:27][CH:28]=[CH:29][N:30]=3)(=[O:24])=[O:23])=[CH:19][CH:20]=2)[CH:15]=[CH:14][N:13]=1)[CH:43]=[CH2:42] |^1:61,63,82,101|. Procedure: A microwave vial was charged with 1-(2-bromo-4-(trifluoromethyl)phenyl)-N-(2,4-dimethoxybenzyl)-N-(thiazol-2-yl)isoquinoline-6-sulfonamide (see Example 70, step 3; 0.185 g, 0.278 mmol), Pd(PPh3)4 (0.016 g, 0.014 mmol), and DMF (0.557 ml). Allyltributyltin (0.104 ml, 0.334 mmol) was added and the reaction was heated in a microwave reactor at 90° C. for 30 minutes. The reaction was concentrated and purified via column chromatography (40 g silica gel column, gradient elution 0 to 50% EtOAc:Heptane)... Product: Cc1cc2c(s1)C(C(=O)Nc1ccccc1)C(=O)N(C)S2(=O)=O. Reactants: Cc1cc2c(s1)CC(=O)N(C)S2(=O)=O, [H-], [H][H], [Na+], C1CCOC1, O=C=Nc1ccccc1. RXN SMILES: [CH3:3][N:4]1[S:5](=[O:15])(=[O:16])[c:6]2[c:7]([s:11][c:12]([CH3:14])[cH:13]2)[CH2:8][C:9]1=[O:10].[H-:1].[H:17][H:18].[Na+:2].[O:28]1[CH2:29][CH2:30][CH2:31][CH2:32]1.[c:19]1([N:25]=[C:26]=[O:27])[cH:20][cH:21][cH:22][cH:23][cH:24]1>>[CH3:3][N:4]1[S:5](=[O:15])(=[O:16])[c:6]2[c:7]([s:11][c:12]([CH3:14])[cH:13]2)[CH:8]([C:26]([NH:25][c:19]2[cH:20][cH:21][cH:22][cH:23][cH:24]2)=[O:27])[C:9]1=[O:10]. The reactants are COc1cccc(C(=O)O)n1, CCN(C(C)C)C(C)C, [Cl-], O=C(Cl)C(=O)Cl, ClCCl, CC(C)(C)OC(=O)NN, CN(C)C=O. Product: COc1cccc(C(=O)NNC(=O)OC(C)(C)C)n1. Reaction SMILES: [CH3:1][O:2][c:3]1[cH:4][cH:5][cH:6][c:7]([C:9](=[O:10])[OH:11])[n:8]1.[CH:24]([N:25]([CH2:26][CH3:27])[CH:28]([CH3:29])[CH3:30])([CH3:31])[CH3:32].[Cl-:23].[Cl:12][C:13]([C:14]([Cl:15])=[O:16])=[O:17].[Cl:42][CH2:43][Cl:44].[NH:33]([NH2:34])[C:35](=[O:36])[O:37][C:38]([CH3:39])([CH3:40])[CH3:41].[O:18]=[CH:19][N:20]([CH3:21])[CH3:22]>>[CH3:1][O:2][c:3]1[cH:4][cH:5][cH:6][c:7]([C:9](=[O:11])[NH:34][NH:33][C:35](=[O:36])[O:37][C:38]([CH3:39])([CH3:40])[CH3:41])[n:8]1. The reactants are N(=[N+]=[N-])C1=C(C(=O)OC)C=C(N=C1C1=CC=C(C=C1)OCC1=CC=CC=C1)C1=CC=C(C=C1)OC (methyl 3-azido-2-(4-(benzyloxy)phenyl)-6-(4-methoxyphenyl)isonicotinate), ClC1=C(C=CC=C1)Cl (1,2-dichlorobenzene). Yields the product C(C1=CC=CC=C1)OC=1C=CC=2C3=C(NC2C1)C(=CC(=N3)C3=CC=C(C=C3)OC)C(=O)OC (methyl 7-(benzyloxy)-2-(4-methoxyphenyl)-5H-pyrido[3,2-b]indole-4-carboxylate). As a reaction SMILES: [N:1]([C:4]1[C:13]([C:14]2[CH:19]=[CH:18][C:17]([O:20][CH2:21]C3C=CC=CC=3)=[CH:16][CH:15]=2)=[N:12][C:11]([C:28]2[CH:33]=[CH:32][C:31]([O:34][CH3:35])=[CH:30][CH:29]=2)=[CH:10][C:5]=1[C:6]([O:8][CH3:9])=[O:7])=[N+]=[N-].Cl[C:37]1[CH:42]=[CH:41][CH:40]=[CH:39][C:38]=1Cl>>[CH2:21]([O:20][C:17]1[CH:18]=[CH:19][C:14]2[C:13]3[N:12]=[C:11]([C:28]4[CH:29]=[CH:30][C:31]([O:34][CH3:35])=[CH:32][CH:33]=4)[CH:10]=[C:5]([C:6]([O:8][CH3:9])=[O:7])[C:4]=3[NH:1][C:15]=2[CH:16]=1)[C:37]1[CH:42]=[CH:41][CH:40]=[CH:39][CH:38]=1. Reported procedure: A solution of methyl 3-azido-2-(4-(benzyloxy)phenyl)-6-(4-methoxyphenyl)isonicotinate (Example 205C, 356 mg, 0.763 mmol) in 1,2-dichlorobenzene (10 mL) was heated at 165° C. for 20 min. The solvent was removed under a stream of nitrogen to leave crude methyl 7-(benzyloxy)-2-(4-methoxyphenyl)-5H-pyrido[3,2-b]indole-4-carboxylate as a yellow solid: 1H NMR (CDCl3) δ ppm 9.37 (1H, s), 8.29 (1H, d, J=8.85 Hz), 8.13 (1H, s), 8.07-8.12 (2H, m), 7.47-7.51 (2H, m), 7.38-7.44 (2H, m), 7.31-7.37 (1H, m), 7... The reactants are CS(=O)(=O)O.S1CNC2=C1C=C(C=C2)CCN(C)C[C@@H]2CCCC1=C(C=CC=C21)OC (N-[2-(2,3-Dihydro-benzothiazol-6-yl)ethyl]-N-[(R)-(+)-5-methoxy-1,2,3,4-tetrahydronaphthalen-1-ylmethyl]-N-methylamine methanesulfonate), ClC1=CC(=CC=C1)C(=O)OO (m-chloroperbenzoic acid). The product is CS(=O)(=O)O.O=S1CCC2=C1C=C(C=C2)CCN(C)C[C@@H]2CCCC1=C(C=CC=C21)OC (N-[2-(1-Oxo-2,3-dihydrobenzothiphen-6-yl)ethyl]-N-[(R)-(+)-5-methoxy-1,2,3,4-tetrahydronaphthalen-1-ylmethyl]-N-methylamine methanesulfonate). As a reaction SMILES: [CH3:1][S:2]([OH:5])(=[O:4])=[O:3].S1[C:10]2[CH:11]=[C:12]([CH2:15][CH2:16][N:17]([CH2:19][C@H:20]3[C:29]4[C:24](=[C:25]([O:30][CH3:31])[CH:26]=[CH:27][CH:28]=4)[CH2:23][CH2:22][CH2:21]3)[CH3:18])[CH:13]=[CH:14][C:9]=2NC1.Cl[C:33]1C=CC=C(C(OO)=O)C=1>>[CH3:1][S:2]([OH:5])(=[O:4])=[O:3].[O:5]=[S:2]1[C:1]2[CH:13]=[C:12]([CH2:15][CH2:16][N:17]([CH2:19][C@H:20]3[C:29]4[C:24](=[C:25]([O:30][CH3:31])[CH:26]=[CH:27][CH:28]=4)[CH2:23][CH2:22][CH2:21]3)[CH3:18])[CH:11]=[CH:10][C:9]=2[CH2:14][CH2:33]1 |f:0.1,3.4|. Reported procedure: The product from Example 54 is treated with one equivalent of m-chloroperbenzoic acid to yield the title compound.